This data is from the Open Reaction Database (ORD), a public repository of structured organic reaction records. The task is: describe an organic reaction: reactants, conditions, products, and yield The reactants are [BH4-].[Na+] (NaBH4), N1CCCC1 (Pyrrolidine), CC=1C=CC(=CC1)S(=O)(=O)O (p-TsOH), C(CC(=O)C)(=O)OCC (ethyl acetoacetate), C(C)OC(CC(C)N1CCCC1)=O (3-pyrrolidin-1-yl-butanoic acid ethyl ester). Solvent: CO (MeOH), C1(=CC=CC=C1)C (toluene), CC(C)(C)OC (TBME), CO (MeOH). Reaction conditions: time 72 hour. Yields the product N1(CCCC1)C(CCO)C (3-Pyrrolidin-1-yl-butan-1-ol). As a reaction SMILES: N1CCCC1.CC1C=CC(S(O)(=O)=O)=CC=1.C(OCC)(=O)CC(C)=O.[BH4-].[Na+].C([O:30][C:31](=O)[CH2:32][CH:33]([N:35]1[CH2:39][CH2:38][CH2:37][CH2:36]1)[CH3:34])C>CO.CC(OC)(C)C.C1(C)C=CC=CC=1>[N:35]1([CH:33]([CH3:34])[CH2:32][CH2:31][OH:30])[CH2:39][CH2:38][CH2:37][CH2:36]1 |f:3.4|. Procedure details: Pyrrolidine (28.159, 0.4 mol), toluene (200 ml), catalytic p-TsOH (200 mg) and ethyl acetoacetate (20 g, 0.15 mol) were refluxed together in a Dean-Stark apparatus under N2 for 3 hours. The reaction was cooled to room temperature and concentrated in vacuo. NaBH4 (3.1 g, 82 mmol) was dissolved in MeOH (50 ml) and cooled to 0-5° C. A portion of the previous crude reaction (5 g, 27 mmol) in MeOH (25 ml) was added to the reaction mixture and stirred for 72 hours. The reaction was quenched with an aq... Reactants: c1(ccccc1)CN, B1([C@H]2[C@@H]([C@@H]3C([C@H](C2)C3)(C)C)C)[C@H]2CCC[C@@H]1CCC2, C1CN(C[C@@H](C1=O)O)S(=O)(=O)C. Reagents/catalysts: c1ccc(cc1)-c2c3ccccc3cc4ccccc24 (9-Phenylanthracene), CC(C)[O-].CC(C)[O-].CC(C)[O-].CC(C)[O-].[Ti+4] (Ti(OiPr)4). Reaction conditions: temperature 25 celsius, time 18 hour. Yields the product CS(=O)(=O)N1CC[C@@H](N)[C@@H](O)C1. RXN SMILES: [CH3:1][S:2]([N:5]1[CH2:11][C@H:9]([OH:10])[C:8](=O)[CH2:7][CH2:6]1)(=[O:4])=[O:3].[NH2:12]Cc1ccccc1.C[C@@H]1[C@H](C(C)(C)[C@@H]2C[C@H]1B([C@H]3CCC4)[C@H]4CCC3)C2>>[CH3:1][S:2]([N:5]1[CH2:11][C@H:9]([OH:10])[C@H:8]([NH2:12])[CH2:7][CH2:6]1)(=[O:4])=[O:3].